The task is: describe an organic reaction: reactants, conditions, products, and yield. This data is from the Open Reaction Database (ORD), a public repository of structured organic reaction records. The reactants are ice, [N+](=[N-])=C (Diazomethane), FC(C1=CC=C(OC2=CC=C(OC(C(CC(=O)OCC)O)C)C=C2)C=C1)(F)F (ethyl 4-[4-(4-trifluoromethylphenoxy)phenoxy]-3-hydroxypentanoate). The solvent is CCOCC (ether), CCOCC (ether). Conditions: time 8 hour. Product: FC(C1=CC=C(OC2=CC=C(OC(C(CC(=O)OCC)OC)C)C=C2)C=C1)(F)F (ethyl 4-[4-(4-trifluoromethylphenoxy)phenoxy]-3-methoxypentanoate). As a reaction SMILES: [N+](=[CH2:3])=[N-].[F:4][C:5]([F:31])([F:30])[C:6]1[CH:29]=[CH:28][C:9]([O:10][C:11]2[CH:27]=[CH:26][C:14]([O:15][CH:16]([CH3:25])[CH:17]([OH:24])[CH2:18][C:19]([O:21][CH2:22][CH3:23])=[O:20])=[CH:13][CH:12]=2)=[CH:8][CH:7]=1>CCOCC>[F:4][C:5]([F:30])([F:31])[C:6]1[CH:7]=[CH:8][C:9]([O:10][C:11]2[CH:27]=[CH:26][C:14]([O:15][CH:16]([CH3:25])[CH:17]([O:24][CH3:3])[CH2:18][C:19]([O:21][CH2:22][CH3:23])=[O:20])=[CH:13][CH:12]=2)=[CH:28][CH:29]=1. Procedure details: Diazomethane (2.8 g) in ether (100 ml) is added to ethyl 4-[4-(4-trifluoromethylphenoxy)phenoxy]-3-hydroxypentanoate (1.88 g, 3.75 mmol) in ether (5 ml) under N2 and in an ice bath. Small amounts of chromatographic silica gel are added to the mixture in the ice bath until the color disappears. The mixture is then stirred overnight with cooling. The silica gel is removed by filtration and the organic phase is dried and concentrated. The crude product is purified by preparative thin layer chromato... Starting materials: C1(=CC=CC=C1)CC(C)=O (phenylacetone), C(C)(=O)[O-].[NH4+] (ammonium acetate), C(C1=CC=CC=C1)OC1=C(C=C(C(C)=O)[N+](=O)[O-])C=CC=C1 (2-benzyloxybenzylidenenitroacetone). The solvent is C(C)O (ethanol). Yields the product C(C1=CC=CC=C1)OC1=C(C=CC=C1)C1C(=C(NC(=C1C1=CC=CC=C1)C)C)[N+](=O)[O-] (4-(2-Benzyloxyphenyl)-1,4-dihydro-2,6-dimethyl-3-nitro-5-phenylpyridine). Yield: 4.8%. RXN SMILES: [CH2:1]([O:8][C:9]1[CH:22]=[CH:21][CH:20]=[CH:19][C:10]=1[CH:11]=[C:12]([N+:16]([O-:18])=[O:17])[C:13](=O)[CH3:14])[C:2]1[CH:7]=[CH:6][CH:5]=[CH:4][CH:3]=1.[C:23]1([CH2:29][C:30](=O)[CH3:31])[CH:28]=[CH:27][CH:26]=[CH:25][CH:24]=1.C([O-])(=O)C.[NH4+:37]>C(O)C>[CH2:1]([O:8][C:9]1[CH:22]=[CH:21][CH:20]=[CH:19][C:10]=1[CH:11]1[C:29]([C:23]2[CH:28]=[CH:27][CH:26]=[CH:25][CH:24]=2)=[C:30]([CH3:31])[NH:37][C:13]([CH3:14])=[C:12]1[N+:16]([O-:18])=[O:17])[C:2]1[CH:7]=[CH:6][CH:5]=[CH:4][CH:3]=1 |f:2.3|. Reported procedure: 3 g (10 mmol) of 2-benzyloxybenzylidenenitroacetone in 15 ml of ethanol are heated under reflux with 1.34 g (10 mmol) of phenylacetone and 770 mg (10 mmol) of ammonium acetate for 1.5 hours. The mixture is cooled and concentrated. The residue from evaporation is taken up in ethyl acetate, and the solution is washed with water, dried and concentrated. The resulting residue from evaporation is purified through a column of volume 150 ml, stationary phase silica gel and mobile phase toluene/ethyl ac... Reactants: CC(C)(C)[O-], CS(C)=O, N#Cc1ccc(F)c([N+](=O)[O-])c1, [K+], COC(=O)c1ccc(N)cc1. Yields the product COC(=O)c1ccc(Nc2ccc(C#N)cc2[N+](=O)[O-])cc1. As a reaction SMILES: [CH3:24][C:25]([CH3:26])([O-:27])[CH3:28].[CH3:30][S:31]([CH3:32])=[O:33].[F:1][c:2]1[c:3]([N+:10](=[O:11])[O-:12])[cH:4][c:5]([C:6]#[N:7])[cH:8][cH:9]1.[K+:29].[NH2:13][c:14]1[cH:15][cH:16][c:17]([C:18](=[O:19])[O:20][CH3:21])[cH:22][cH:23]1>>[c:2]1([NH:13][c:14]2[cH:15][cH:16][c:17]([C:18](=[O:19])[O:20][CH3:21])[cH:22][cH:23]2)[c:3]([N+:10](=[O:11])[O-:12])[cH:4][c:5]([C:6]#[N:7])[cH:8][cH:9]1. The reactants are C1(=CC=CC=C1)N(C1=CC=CC=C1)CCCBr (3-[N,N-diphenylamino]-1-bromopropane), [I-].[Na+] (sodium iodide), C(C)C(=O)C (methyl ethyl ketone), FC=1C=C(C=CC1)C1(CCNCC1)O (4-(3-fluorophenyl)-4-piperidinol), C([O-])([O-])=O.[Na+].[Na+] (sodium carbonate). Yields the product C(C(=O)O)(=O)O.C1(=CC=CC=C1)N(CCCN1CCC(CC1)(O)C1=CC(=CC=C1)F)C1=CC=CC=C1 (1-[3-(Diphenylamino)propyl]-4-(3-fluorophenyl)-4-piperidinol ethanedioate). Reaction SMILES: [C:1]1([N:7]([CH2:14][CH2:15][CH2:16]Br)[C:8]2[CH:13]=[CH:12][CH:11]=[CH:10][CH:9]=2)[CH:6]=[CH:5][CH:4]=[CH:3][CH:2]=1.[F:18][C:19]1[CH:20]=[C:21]([C:25]2([OH:31])[CH2:30][CH2:29][NH:28][CH2:27][CH2:26]2)[CH:22]=[CH:23][CH:24]=1.[C:32](=[O:35])([O-:34])[O-].[Na+].[Na+].[I-].[Na+].C(C(C)=[O:43])C>>[C:25]([OH:31])(=[O:43])[C:32]([OH:34])=[O:35].[C:1]1([N:7]([C:8]2[CH:13]=[CH:12][CH:11]=[CH:10][CH:9]=2)[CH2:14][CH2:15][CH2:16][N:28]2[CH2:27][CH2:26][C:25]([C:21]3[CH:22]=[CH:23][CH:24]=[C:19]([F:18])[CH:20]=3)([OH:31])[CH2:30][CH2:29]2)[CH:6]=[CH:5][CH:4]=[CH:3][CH:2]=1 |f:2.3.4,5.6,8.9|. Procedure details: A mixture of 10.4 g (0.018 moles) of 3-[N,N-diphenylamino]-1-bromopropane, 3.5 g. (0.018 moles) of 4-(3-fluorophenyl)-4-piperidinol, 1.9 g. (0.018 moles) of sodium carbonate and 1.0 g. of sodium iodide in 100 ml. of methyl ethyl ketone is refluxed for about 3 hours. The reaction is allowed to cool, filtered and the filtrate is evaporated. The residue is shaken with a mixture of diethyl ether and dilute hydrochloric acid. An oily third phase forms which crystallizes on scratching. This material i... The reactants are C(C)(C)(C)C=1C(=CC(=C(C1)OS(N(C)C)(=O)=O)C)SC#N (dimethyl-sulfamic acid 5-tert-butyl-2-methyl-4-thiocyanato-phenyl ester), SC[C@@H](O)[C@H](O)CS (dithiothreitol), OP(=O)(O)[O-].[K+] (KH2PO4). Run in CCO (EtOH). The product is C(C)(C)(C)C=1C(=CC(=C(C1)OS(N(C)C)(=O)=O)C)S (Dimethyl-sulfamic acid 5-tert-butyl-4-mercapto-2-methyl-phenyl ester). RXN SMILES: [C:1]([C:5]1[C:6]([S:19]C#N)=[CH:7][C:8]([CH3:18])=[C:9]([O:11][S:12](=[O:17])(=[O:16])[N:13]([CH3:15])[CH3:14])[CH:10]=1)([CH3:4])([CH3:3])[CH3:2].SC[C@H]([C@@H](CS)O)O.OP([O-])(O)=O.[K+]>CCO>[C:1]([C:5]1[C:6]([SH:19])=[CH:7][C:8]([CH3:18])=[C:9]([O:11][S:12](=[O:16])(=[O:17])[N:13]([CH3:14])[CH3:15])[CH:10]=1)([CH3:4])([CH3:3])[CH3:2] |f:2.3|. Reported procedure: To a round bottom flask equipped with a magnetic stirrer and condenser were added 1.1 g (3.3 mmol) of dimethyl-sulfamic acid 5-tert-butyl-2-methyl-4-thiocyanato-phenyl ester (prepared in Example SSS), dithiothreitol (1.29 g, 8.35 mmol), EtOH (40 mL), and 0.02M KH2PO4 buffer solution (5 mL), respectively. The reaction was refluxed overnight. The mixture was then quenched with H2O (250 mL) and extracted with a 1:1 mixture of hexanes:Et2O. The organic layer was again washed with H2O and brine, drie... The reactants are C(C)(C)(C)OC(=O)N1C[C@@H](OCC1)C1=CC(=C(C=C1)NC(=O)NC1=C(C=CC(=C1)C#N)OC)F ((S)-2-{4-[3-(5-Cyano-2-methoxy-phenyl)-ureido]-3-fluoro-phenyl}-morpholine-4-carboxylic acid tert-butyl ester), Cl (HCl), O1CCOCC1 (dioxane). Solvent: C1CCOC1 (THF). Reaction conditions: temperature 60 celsius, time 5 hour. Product: Cl.C(#N)C=1C=CC(=C(C1)NC(=O)NC1=C(C=C(C=C1)[C@H]1CNCCO1)F)OC ((S)-1-(5-Cyano-2-methoxyphenyl)-3-(2-fluoro-4-(morpholin-2-yl)phenyl)urea hydrochloride). Isolated yield 75.0%. As a reaction SMILES: C(OC([N:8]1[CH2:13][CH2:12][O:11][C@@H:10]([C:14]2[CH:19]=[CH:18][C:17]([NH:20][C:21]([NH:23][C:24]3[CH:29]=[C:28]([C:30]#[N:31])[CH:27]=[CH:26][C:25]=3[O:32][CH3:33])=[O:22])=[C:16]([F:34])[CH:15]=2)[CH2:9]1)=O)(C)(C)C.[ClH:35].O1CCOCC1>C1COCC1>[ClH:35].[C:30]([C:28]1[CH:27]=[CH:26][C:25]([O:32][CH3:33])=[C:24]([NH:23][C:21]([NH:20][C:17]2[CH:18]=[CH:19][C:14]([C@@H:10]3[O:11][CH2:12][CH2:13][NH:8][CH2:9]3)=[CH:15][C:16]=2[F:34])=[O:22])[CH:29]=1)#[N:31] |f:4.5|. Reported procedure: To a solution of (S)-2-{4-[3-(5-Cyano-2-methoxy-phenyl)-ureido]-3-fluoro-phenyl}-morpholine-4-carboxylic acid tert-butyl ester (97 mg, 106 μmol, Eq: 1.00) in THF (4 ml) was added 4M−HCl in dioxane (0.773 ml, 3.09 mmol, Eq: 15). The reaction mixture was stirred at 60° C. for 5 h. To the cooled mixture was then added ethyl acetate and the suspension was filtered off and dried under high vacuo to give the target compound as an off-white solid (63 mg, 75%). MS (ISP): 369.1 ([M+H]+).